Dataset: the Open Reaction Database (ORD), a public repository of structured organic reaction records. Task: describe an organic reaction: reactants, conditions, products, and yield RXN SMILES: [CH:1]12[NH:2][CH:3]([CH2:7][NH:8][C:9](=[O:10])[c:11]3[cH:12][cH:13][cH:14][c:15]4[c:16]3[cH:17][cH:18][o:19]4)[CH2:4][CH:5]1[CH2:6]2.[NH2:20][c:21]1[s:22][c:23](-[c:29]2[cH:30][c:31]([F:35])[cH:32][cH:33][cH:34]2)[c:24]([C:26](=[O:27])[OH:28])[n:25]1>>[CH:1]12[N:2]([C:26]([c:24]3[c:23](-[c:29]4[cH:30][c:31]([F:35])[cH:32][cH:33][cH:34]4)[s:22][c:21]([NH2:20])[n:25]3)=[O:27])[CH:3]([CH2:7][NH:8][C:9](=[O:10])[c:11]3[cH:12][cH:13][cH:14][c:15]4[c:16]3[cH:17][cH:18][o:19]4)[CH2:4][CH:5]1[CH2:6]2. Product: Nc1nc(C(=O)N2C(CNC(=O)c3cccc4occc34)CC3CC32)c(-c2cccc(F)c2)s1. The reactants are O=C(NCC1CC2CC2N1)c1cccc2occc12, Nc1nc(C(=O)O)c(-c2cccc(F)c2)s1. The reactants are CC(=O)O[BH-](OC(C)=O)OC(C)=O, COC(=O)CN, CC(=O)O, O=CCc1cccc(OCCCN(Cc2cccc(C(F)(F)F)c2Cl)CC(c2ccccc2)c2ccccc2)c1, ClCCCl, [Na+]. The product is COC(=O)CNCCc1cccc(OCCCN(Cc2cccc(C(F)(F)F)c2Cl)CC(c2ccccc2)c2ccccc2)c1. RXN SMILES: [C:47]([O:48][BH-:49]([O:50][C:51](=[O:52])[CH3:53])[O:54][C:55](=[O:56])[CH3:57])(=[O:58])[CH3:59].[CH3:41][O:42][C:43]([CH2:44][NH2:45])=[O:46].[CH3:61][C:62](=[O:63])[OH:64].[Cl:1][c:2]1[c:3]([CH2:4][N:5]([CH2:6][CH2:7][CH2:8][O:9][c:10]2[cH:11][c:12]([CH2:16][CH:17]=[O:18])[cH:13][cH:14][cH:15]2)[CH2:19][CH:20]([c:21]2[cH:22][cH:23][cH:24][cH:25][cH:26]2)[c:27]2[cH:28][cH:29][cH:30][cH:31][cH:32]2)[cH:33][cH:34][cH:35][c:36]1[C:37]([F:38])([F:39])[F:40].[Cl:65][CH2:66][CH2:67][Cl:68].[Na+:60]>>[Cl:1][c:2]1[c:3]([CH2:4][N:5]([CH2:6][CH2:7][CH2:8][O:9][c:10]2[cH:11][c:12]([CH2:16][CH2:17][NH:45][CH2:44][C:43]([O:42][CH3:41])=[O:46])[cH:13][cH:14][cH:15]2)[CH2:19][CH:20]([c:21]2[cH:22][cH:23][cH:24][cH:25][cH:26]2)[c:27]2[cH:28][cH:29][cH:30][cH:31][cH:32]2)[cH:33][cH:34][cH:35][c:36]1[C:37]([F:38])([F:39])[F:40]. Reactants: COC(=O)c1cc(-n2ccc(C)cc2=O)cc([N+](=O)[O-])c1, CO, Cl[Sn]Cl. Product: COC(=O)c1cc(N)cc(-n2ccc(C)cc2=O)c1. Reaction SMILES: [CH3:1][O:2][C:3]([c:4]1[cH:5][c:6](-[n:13]2[c:14](=[O:20])[cH:15][c:16]([CH3:19])[cH:17][cH:18]2)[cH:7][c:8]([N+:10]([O-:11])=[O:12])[cH:9]1)=[O:21].[CH3:25][OH:26].[Sn:22]([Cl:23])[Cl:24]>>[CH3:1][O:2][C:3]([c:4]1[cH:5][c:6](-[n:13]2[c:14](=[O:20])[cH:15][c:16]([CH3:19])[cH:17][cH:18]2)[cH:7][c:8]([NH2:10])[cH:9]1)=[O:21]. Starting materials: CNCCc1ccccc1, O=C(O)c1ccc(Br)cc1NS(=O)(=O)c1cccc2nsnc12. Yields the product CN(CCc1ccccc1)C(=O)c1ccc(Br)cc1NS(=O)(=O)c1cccc2nsnc12. Reaction SMILES: [CH3:24][NH:25][CH2:26][CH2:27][c:28]1[cH:29][cH:30][cH:31][cH:32][cH:33]1.[n:1]1[c:2]2[c:3]([n:4][s:5]1)[c:6]([S:10](=[O:11])(=[O:12])[NH:13][c:14]1[c:15]([C:16](=[O:17])[OH:18])[cH:19][cH:20][c:21]([Br:23])[cH:22]1)[cH:7][cH:8][cH:9]2>>[n:1]1[c:2]2[c:3]([n:4][s:5]1)[c:6]([S:10](=[O:11])(=[O:12])[NH:13][c:14]1[c:15]([C:16](=[O:17])[N:25]([CH3:24])[CH2:26][CH2:27][c:28]3[cH:29][cH:30][cH:31][cH:32][cH:33]3)[cH:19][cH:20][c:21]([Br:23])[cH:22]1)[cH:7][cH:8][cH:9]2. The reactants are C=CC(CCl)Cl (3,4-dichlorobutene-1), CN(C)C (trimethyl amine), CP(C)C (trimethyl phosphine). The product is CN(C)C (trimethyl amine), P (phosphine), C=CC(CCl)Cl (3,4-dichlorobutene-1), desired product. As a reaction SMILES: [CH2:1]=[CH:2][CH:3]([Cl:6])[CH2:4][Cl:5].[CH3:7][N:8]([CH3:10])[CH3:9].C[P:12](C)C>>[CH3:7][N:8]([CH3:10])[CH3:9].[PH3:12].[CH2:1]=[CH:2][CH:3]([Cl:6])[CH2:4][Cl:5]. Procedure details: A process for producing 4-chloro-2-butenyl trimethyl ammonium or phosphonium chloride which comprises reacting 3,4-dichlorobutene-1 with trimethyl amine or trimethyl phosphine, in a molar ratio of trimethyl amine or phosphine to 3,4-dichlorobutene-1 of about 2:1 to about 0.5:1 in a solvent at a temperature of from about 0°C to about 50°C, for a period of time sufficient to yield the desired product. Reactants: [Br-], [Li]CCCC, Cc1ccccc1, CN1C(=O)CC(c2ccccc2)C1C=O, O, Clc1cccc(C[P+](c2ccccc2)(c2ccccc2)c2ccccc2)c1. Yields the product CN1C(=O)CC(c2ccccc2)C1C=Cc1cccc(Cl)c1. Reaction SMILES: [Br-:6].[CH2:1]([Li:2])[CH2:3][CH2:4][CH3:5].[CH3:50][c:51]1[cH:52][cH:53][cH:54][cH:55][cH:56]1.[CH:34](=[O:35])[CH:36]1[CH:37]([c:43]2[cH:44][cH:45][cH:46][cH:47][cH:48]2)[CH2:38][C:39](=[O:42])[N:40]1[CH3:41].[OH2:49].[c:7]1([P+:8]([c:9]2[cH:10][cH:11][cH:12][cH:13][cH:22]2)([CH2:14][c:15]2[cH:16][c:17]([Cl:21])[cH:18][cH:19][cH:20]2)[c:23]2[cH:24][cH:25][cH:26][cH:27][cH:28]2)[cH:29][cH:30][cH:31][cH:32][cH:33]1>>[CH:14]([c:15]1[cH:16][c:17]([Cl:21])[cH:18][cH:19][cH:20]1)=[CH:34][CH:36]1[CH:37]([c:43]2[cH:44][cH:45][cH:46][cH:47][cH:48]2)[CH2:38][C:39](=[O:42])[N:40]1[CH3:41]. Starting materials: Br, CC(=O)OC(C)=O, Nc1ccn2cc(-c3cccc(O)c3)nc2n1, [Na+], O=C([O-])O, O, c1ccncc1. Yields the product CC(=O)Oc1cccc(-c2cn3ccc(N)nc3n2)c1. As a reaction SMILES: [BrH:1].[CH3:19][C:20](=[O:21])[O:22][C:23](=[O:24])[CH3:25].[NH2:2][c:3]1[n:4][c:5]2[n:6]([cH:7][cH:8]1)[cH:9][c:10](-[c:12]1[cH:13][c:14]([OH:18])[cH:15][cH:16][cH:17]1)[n:11]2.[Na+:36].[O-:32][C:33]([OH:34])=[O:35].[OH2:37].[cH:26]1[cH:27][cH:28][n:29][cH:30][cH:31]1>>[NH2:2][c:3]1[n:4][c:5]2[n:6]([cH:7][cH:8]1)[cH:9][c:10](-[c:12]1[cH:13][c:14]([O:18][C:20]([CH3:19])=[O:21])[cH:15][cH:16][cH:17]1)[n:11]2. Reactants: [Na] (sodium), C(C)N(CCCCl)CC (3-diethylaminopropyl chloride), C[O-].[Na+] (sodium methoxide), OC1=CC=C(C=C1)S(=O)(=O)C1=C(OC2=C1C=CC=C2)C2=CC=CC=C2 (3-(4-hydroxyphenylsulfonyl)-2-phenylbenzofuran), C(C)N(CCCCl)CC (3-diethylaminopropyl chloride). The solvent is CO (methanol), CO (methanol), C1(=CC=CC=C1)C (toluene). The product is C(C)N(CCCOC1=CC=C(C=C1)S(=O)(=O)C1=C(OC2=C1C=CC=C2)C2=CC=CC=C2)CC (3-[4-(3-Diethylaminopropoxy)phenylsulfonyl]-2-phenylbenzofuran). As a reaction SMILES: [Na].[OH:2][C:3]1[CH:8]=[CH:7][C:6]([S:9]([C:12]2[C:16]3[CH:17]=[CH:18][CH:19]=[CH:20][C:15]=3[O:14][C:13]=2[C:21]2[CH:26]=[CH:25][CH:24]=[CH:23][CH:22]=2)(=[O:11])=[O:10])=[CH:5][CH:4]=1.[CH2:27]([N:29]([CH2:34][CH3:35])[CH2:30][CH2:31][CH2:32]Cl)[CH3:28].C[O-].[Na+]>C1(C)C=CC=CC=1.CO>[CH2:27]([N:29]([CH2:34][CH3:35])[CH2:30][CH2:31][CH2:32][O:2][C:3]1[CH:4]=[CH:5][C:6]([S:9]([C:12]2[C:16]3[CH:17]=[CH:18][CH:19]=[CH:20][C:15]=3[O:14][C:13]=2[C:21]2[CH:22]=[CH:23][CH:24]=[CH:25][CH:26]=2)(=[O:11])=[O:10])=[CH:7][CH:8]=1)[CH3:28] |f:3.4,^1:0|. Reported procedure: A solution of 0.14 g. (0.006 g.-atom) of sodium in 20 ml. of methanol was added to a solution of 1.1 g. (0.003 mol.) of 3-(4-hydroxyphenylsulfonyl)-2-phenylbenzofuran in 25 ml. of dry methanol and the mixture was refluxed for 0.5 hour. The solvent was evaporated and 25 ml. of toluene and 3 ml. of dimethylformamide were added to the residue. A solution of 0.86 g. (0.006 mol.) of 3-diethylaminopropyl chloride in 10 ml. of toluene was added dropwise and the mixture was refluxed for 2.5 hours. An ad... Reactants: Cn1nc(Cl)cc(Br)c1=O, O=C([O-])[O-], CCOC(=O)C(C)(C)Oc1ccc(N)nc1, [Cs+], [Cs+], O=C(C=Cc1ccccc1)C=Cc1ccccc1, O=C(C=Cc1ccccc1)C=Cc1ccccc1, C1COCCO1, O=C(C=Cc1ccccc1)C=Cc1ccccc1, [Pd], [Pd], CC1(C)c2cccc(P(c3ccccc3)c3ccccc3)c2Oc2c(P(c3ccccc3)c3ccccc3)cccc21. The product is CCOC(=O)C(C)(C)Oc1ccc(Nc2cc(Cl)nn(C)c2=O)nc1. As a reaction SMILES: [Br:17][c:18]1[c:19](=[O:26])[n:20]([CH3:25])[n:21][c:22]([Cl:24])[cH:23]1.[C:69](=[O:70])([O-:71])[O-:72].[CH2:1]([CH3:2])[O:3][C:4]([C:5]([CH3:6])([CH3:7])[O:8][c:9]1[cH:10][n:11][c:12]([NH2:15])[cH:13][cH:14]1)=[O:16].[Cs+:73].[Cs+:74].[O:101]=[C:102]([CH:103]=[CH:104][c:105]1[cH:106][cH:107][cH:108][cH:109][cH:110]1)[CH:111]=[CH:112][c:113]1[cH:114][cH:115][cH:116][cH:117][cH:118]1.[O:119]=[C:120]([CH:121]=[CH:122][c:123]1[cH:124][cH:125][cH:126][cH:127][cH:128]1)[CH:129]=[CH:130][c:131]1[cH:132][cH:133][cH:134][cH:135][cH:136]1.[O:75]1[CH2:76][CH2:77][O:78][CH2:79][CH2:80]1.[O:83]=[C:84]([CH:85]=[CH:86][c:87]1[cH:88][cH:89][cH:90][cH:91][cH:92]1)[CH:93]=[CH:94][c:95]1[cH:96][cH:97][cH:98][cH:99][cH:100]1.[Pd:81].[Pd:82].[c:27]1([P:28]([c:29]2[cH:30][cH:31][cH:32][cH:33][cH:34]2)[c:35]2[c:36]3[c:60]([cH:61][cH:62][cH:63]2)[C:57]([CH3:58])([CH3:59])[c:39]2[c:38]([c:43]([P:44]([c:45]4[cH:46][cH:47][cH:48][cH:49][cH:50]4)[c:51]4[cH:52][cH:53][cH:54][cH:55][cH:56]4)[cH:42][cH:41][cH:40]2)[O:37]3)[cH:64][cH:65][cH:66][cH:67][cH:68]1>>[CH2:1]([CH3:2])[O:3][C:4]([C:5]([CH3:6])([CH3:7])[O:8][c:9]1[cH:10][n:11][c:12]([NH:15][c:18]2[c:19](=[O:26])[n:20]([CH3:25])[n:21][c:22]([Cl:24])[cH:23]2)[cH:13][cH:14]1)=[O:16].